Task: describe an organic reaction: reactants, conditions, products, and yield. Dataset: the Open Reaction Database (ORD), a public repository of structured organic reaction records Reactants: N1C=CC2=C(C=CC=C12)OCCCCl (1-(4-indolyloxy)-3-chloropropane), OC1(CCNCC1)C1=CC2=CC=C(C=C2C=C1)OCCCCCC (4-hydroxy-4-(6-hexyloxynaphth-2-yl)piperidine). The product is N1C=CC2=C(C=CC=C12)OCCCN1CCC(CC1)(C1=CC2=CC=C(C=C2C=C1)OCCCCCC)O (1-(4-indolyloxy)-3-[4-hydroxy-4-(6-hexyloxynaphth-2-yl)piperidine-1-yl]propane). Yield: 32.3%. As a reaction SMILES: [NH:1]1[C:9]2[C:4](=[C:5]([O:10][CH2:11][CH2:12][CH2:13]Cl)[CH:6]=[CH:7][CH:8]=2)[CH:3]=[CH:2]1.[OH:15][C:16]1([C:22]2[CH:31]=[CH:30][C:29]3[C:24](=[CH:25][CH:26]=[C:27]([O:32][CH2:33][CH2:34][CH2:35][CH2:36][CH2:37][CH3:38])[CH:28]=3)[CH:23]=2)[CH2:21][CH2:20][NH:19][CH2:18][CH2:17]1>>[NH:1]1[C:9]2[C:4](=[C:5]([O:10][CH2:11][CH2:12][CH2:13][N:19]3[CH2:20][CH2:21][C:16]([OH:15])([C:22]4[CH:31]=[CH:30][C:29]5[C:24](=[CH:25][CH:26]=[C:27]([O:32][CH2:33][CH2:34][CH2:35][CH2:36][CH2:37][CH3:38])[CH:28]=5)[CH:23]=4)[CH2:17][CH2:18]3)[CH:6]=[CH:7][CH:8]=2)[CH:3]=[CH:2]1. Procedure: Beginning with 0.257 gm (1.2 mMol) 1-(4-indolyloxy)-3-chloropropane and 0.400 gm (1.2 mMol) 4-hydroxy-4-(6-hexyloxynaphth-2-yl)piperidine, 0.194 gm (32%) of the title compound was recovered as a white solid by the procedure described in Example 1.